From a dataset of the Open Reaction Database (ORD), a public repository of structured organic reaction records. describe an organic reaction: reactants, conditions, products, and yield The reactants are Cc1ccc(S(=O)(=O)OCC2CCCN2C(=O)OC(C)(C)C)cc1, [H-], [Na+], Sc1ccc(Oc2ccccc2)cc1, CN(C)C=O. Reaction SMILES: [C:17]([CH3:18])([CH3:19])([CH3:20])[O:21][C:22](=[O:23])[N:24]1[CH:25]([CH2:29][O:30][S:31]([c:32]2[cH:33][cH:34][c:35]([CH3:36])[cH:37][cH:38]2)(=[O:39])=[O:40])[CH2:26][CH2:27][CH2:28]1.[H-:16].[Na+:15].[O:1]([c:2]1[cH:3][cH:4][cH:5][cH:6][cH:7]1)[c:8]1[cH:9][cH:10][c:11]([SH:14])[cH:12][cH:13]1.[O:41]=[CH:42][N:43]([CH3:44])[CH3:45]>>[O:1]([c:2]1[cH:3][cH:4][cH:5][cH:6][cH:7]1)[c:8]1[cH:9][cH:10][c:11]([S:14][CH2:29][CH:25]2[N:24]([C:22]([O:21][C:17]([CH3:18])([CH3:19])[CH3:20])=[O:23])[CH2:28][CH2:27][CH2:26]2)[cH:12][cH:13]1. Yields the product CC(C)(C)OC(=O)N1CCCC1CSc1ccc(Oc2ccccc2)cc1. Starting materials: C(C)N(C(C1=CC=C(C=C1)C(=C1CCNCC1)C1=CC=CC=C1)=O)CC (N,N-Diethyl-4-(phenyl-piperidin-4-ylidene-methyl)-benzamide), COC1=CC=C(CCl)C=C1 (4-methoxybenzyl chloride). Yields the product C(C)N(C(C1=CC=C(C=C1)C(=C1CCN(CC1)CC1=CC=C(C=C1)OC)C1=CC=CC=C1)=O)CC (N,N-diethyl-4-[(N-4-methoxybenzyl)-phenyl-piperidin-4-ylidene-methyl]-benzamide). Yield: 68.6%. As a reaction SMILES: [CH2:1]([N:3]([CH2:25][CH3:26])[C:4](=[O:24])[C:5]1[CH:10]=[CH:9][C:8]([C:11]([C:18]2[CH:23]=[CH:22][CH:21]=[CH:20][CH:19]=2)=[C:12]2[CH2:17][CH2:16][NH:15][CH2:14][CH2:13]2)=[CH:7][CH:6]=1)[CH3:2].[CH3:27][O:28][C:29]1[CH:36]=[CH:35][C:32]([CH2:33]Cl)=[CH:31][CH:30]=1>>[CH2:25]([N:3]([CH2:1][CH3:2])[C:4](=[O:24])[C:5]1[CH:6]=[CH:7][C:8]([C:11]([C:18]2[CH:23]=[CH:22][CH:21]=[CH:20][CH:19]=2)=[C:12]2[CH2:13][CH2:14][N:15]([CH2:33][C:32]3[CH:35]=[CH:36][C:29]([O:28][CH3:27])=[CH:30][CH:31]=3)[CH2:16][CH2:17]2)=[CH:9][CH:10]=1)[CH3:26]. Procedure: Method as described for Example 4, using compound 6 (174 mg) and 4-methoxybenzyl chloride (78 mg) provided N,N-diethyl-4-[(N-4-methoxybenzyl)-phenyl-piperidin-4-ylidene-methyl]-benzamide (160 mg, 68%): RXN SMILES: [Br:10][c:11]1[cH:12][c:13]([C:17]([CH2:18][CH3:19])([CH2:20][CH3:21])[OH:22])[cH:14][cH:15][cH:16]1.[CH3:1][Si:2]([n:3]1[cH:4][cH:5][n:6][cH:7]1)([CH3:8])[CH3:9].[O:23]1[CH2:24][CH2:25][CH2:26][CH2:27]1>>[CH3:1][Si:2]([CH3:8])([CH3:9])[O:22][C:17]([c:13]1[cH:12][c:11]([Br:10])[cH:16][cH:15][cH:14]1)([CH2:18][CH3:19])[CH2:20][CH3:21]. Yields the product CCC(CC)(O[Si](C)(C)C)c1cccc(Br)c1. Reactants: CCC(O)(CC)c1cccc(Br)c1, C[Si](C)(C)n1ccnc1, C1CCOC1. Reported procedure: To a THF (20 ml) solution of ethyl 2,6-dichloro-5-nitropyrimidine-4-carboxylate (1.0 g, 3.80 mmol) was slowly added the 5-cyclopropyl-1H-pyrazol-3-amine (0.48 g, 3.85 mmol) in THF (5 ml) at 0° C. The reaction was stirred at 0° C. for 10 minutes, treated with water (50 ml), and then extracted with DCM (3×50 ml), dried, filtered, and concentrated to give the title compound (1.2 g). MS: Calcd.: 352; Found: [M+H]+ 353. Starting materials: ClC1=NC(=C(C(=N1)C(=O)OCC)[N+](=O)[O-])Cl (ethyl 2,6-dichloro-5-nitropyrimidine-4-carboxylate), C1(CC1)C1=CC(=NN1)N (5-cyclopropyl-1H-pyrazol-3-amine), O (water). The yield is 89.5%. RXN SMILES: [Cl:1][C:2]1[N:7]=[C:6]([C:8]([O:10][CH2:11][CH3:12])=[O:9])[C:5]([N+:13]([O-:15])=[O:14])=[C:4](Cl)[N:3]=1.[CH:17]1([C:20]2[NH:24][N:23]=[C:22]([NH2:25])[CH:21]=2)[CH2:19][CH2:18]1.O>C1COCC1>[Cl:1][C:2]1[N:7]=[C:6]([C:8]([O:10][CH2:11][CH3:12])=[O:9])[C:5]([N+:13]([O-:15])=[O:14])=[C:4]([NH:25][C:22]2[CH:21]=[C:20]([CH:17]3[CH2:19][CH2:18]3)[NH:24][N:23]=2)[N:3]=1. Product: ClC1=NC(=C(C(=N1)C(=O)OCC)[N+](=O)[O-])NC1=NNC(=C1)C1CC1 (Ethyl 2-Chloro-6-(5-cyclopropyl-1H-pyrazol-3-ylamino)-5-nitropyrimidine-4-carboxylate). Run at temperature 0 celsius, time 10 minute. The solvent is C1CCOC1 (THF), C1CCOC1 (THF). Reactants: ClC=1C=C(C=CC1O)C=1CCC(NN1)=O (6-(3-chloro-4-hydroxyphenyl)-4,5-dihydro-3(2H)-pyridazinone), BrCCC(C(=O)OC)(C)C (methyl 4-bromo-2,2dimethylbutyrate), CC1(C(=O)OCC1)C (2,2-dimethylbutyrolactone), Br (HBr), acid chloride, C(C(=O)Cl)(=O)Cl (oxalyl chloride), C(=O)([O-])[O-].[K+].[K+] (K2CO3). Solvent: CN(C)C=O (DMF), C(C)N(CC)CC (triethylamine), CO (methanol). Run at temperature 100 celsius. Product: C(=O)(OC)C(CCOC1=C(C=C(C=C1)C=1CCC(NN1)=O)Cl)(C)C (6-[4-(3-carbomethoxy3,3-dimethylpropyloxy)-3-chlorophenyl]-4,5-dihydro-3(2H)-pyridazinone). Yield: 74.8%. As a reaction SMILES: [Cl:1][C:2]1[CH:3]=[C:4]([C:9]2[CH2:10][CH2:11][C:12](=[O:15])[NH:13][N:14]=2)[CH:5]=[CH:6][C:7]=1[OH:8].Br[CH2:17][CH2:18][C:19]([CH3:25])([CH3:24])[C:20]([O:22][CH3:23])=[O:21].CC1(C)CCOC1=O.Br.C(Cl)(=O)C(Cl)=O.C([O-])([O-])=O.[K+].[K+]>CN(C=O)C.C(N(CC)CC)C.CO>[C:20]([C:19]([CH3:25])([CH3:24])[CH2:18][CH2:17][O:8][C:7]1[CH:6]=[CH:5][C:4]([C:9]2[CH2:10][CH2:11][C:12](=[O:15])[NH:13][N:14]=2)=[CH:3][C:2]=1[Cl:1])([O:22][CH3:23])=[O:21] |f:5.6.7|. Procedure details: A mixture of 4.05 g (18.0 mmol) of 6-(3-chloro-4-hydroxyphenyl)-4,5-dihydro-3(2H)-pyridazinone (prepared as described in Eur. Pat. application EPO 178,189), 4.52 g (21.6 mmol) of methyl 4-bromo-2,2dimethylbutyrate (prepared by treatment of 2,2-dimethylbutyrolactone with gaseous HBr, conversion to the acid chloride with oxalyl chloride, and treatment with methanol and triethylamine), and 2.99 g (21.6 mmol) of anhydrous K2CO3 in 40 ml of DMF is heated at 100° C. for 4 hrs under N2. The DMF is remo...